From a dataset of the Open Reaction Database (ORD), a public repository of structured organic reaction records. describe an organic reaction: reactants, conditions, products, and yield The reactants are COc1ccc(C=C2CCN(C(=O)OC(C)(C)C)CC2)cc1F, CO, [H][H]. The product is COc1ccc(CC2CCN(C(=O)OC(C)(C)C)CC2)cc1F. Reaction SMILES: [C:1]([CH3:2])([CH3:3])([CH3:4])[O:5][C:6](=[O:7])[N:8]1[CH2:9][CH2:10][C:11](=[CH:14][c:15]2[cH:16][c:17]([F:23])[c:18]([O:21][CH3:22])[cH:19][cH:20]2)[CH2:12][CH2:13]1.[CH3:26][OH:27].[H:24][H:25]>>[C:1]([CH3:2])([CH3:3])([CH3:4])[O:5][C:6](=[O:7])[N:8]1[CH2:9][CH2:10][CH:11]([CH2:14][c:15]2[cH:16][c:17]([F:23])[c:18]([O:21][CH3:22])[cH:19][cH:20]2)[CH2:12][CH2:13]1. Starting materials: CC(CCCC(C(=O)OCC)(C(=O)OCC)C1=NC=C(C=C1)[N+](=O)[O-])(C)C(=O)OCC (triethyl 5-methyl-1-(5-nitropyridin-2-yl)hexane-1,1,5-tricarboxylate), S(O)(O)(=O)=O (sulfuric acid), [Cl-].[Na+] (sodium chloride). Solvent: C(C)O (ethanol). Yields the product [N+](=O)([O-])C=1C=CC(=NC1)CCCCC(C(=O)OCC)(C)C (Ethyl 6-(5-nitropyridin-2-yl)-2,2-dimethylhexanoate). The yield is 15.3%. RXN SMILES: [CH3:1][C:2]([C:27]([O:29][CH2:30][CH3:31])=[O:28])([CH3:26])[CH2:3][CH2:4][CH2:5][C:6]([C:17]1[CH:22]=[CH:21][C:20]([N+:23]([O-:25])=[O:24])=[CH:19][N:18]=1)(C(OCC)=O)C(OCC)=O.S(=O)(=O)(O)O.[Cl-].[Na+]>C(O)C>[N+:23]([C:20]1[CH:21]=[CH:22][C:17]([CH2:6][CH2:5][CH2:4][CH2:3][C:2]([CH3:1])([CH3:26])[C:27]([O:29][CH2:30][CH3:31])=[O:28])=[N:18][CH:19]=1)([O-:25])=[O:24] |f:2.3|. Reported procedure: 9.71 g of triethyl 5-methyl-1-(5-nitropyridin-2-yl)hexane-1,1,5-tricarboxylate was treated in the same manner as the one of Production Example 149 to thereby give 2.87 g of a yellow oily substance. A 1.82 g portion of this product was dissolved in 30 ml of ethanol. After adding 3 ml of conc. sulfuric acid, the resulting mixture was heated under reflux for 7 hours. After the completion of the reaction, the reaction mixture was poured into a saturated aqueous solution of sodium chloride and extrac... Starting materials: CNC([C@@H](N)CC1=C(C=C(C=C1)O)C)=O (0-methyl-L-tyrosine N-methylamide), CC(CC(C(=O)O)=CC)C (2-(2-Methylpropyl)-but-2-enoic acid), CN1CCOCC1 (N-methyl morpholine), C(C(=O)Cl)(=O)Cl (oxalyl chloride). Solvent: ClCCl (dichloromethane), ClCCl (dichloromethane), ClCCl (dichloromethane). Product: CNC([C@@H](NC(C(=CC)CC(C)C)=O)CC1=CC=C(C=C1)OC)=O (N-[2-(2-methylpropyl)-but-2-enoyl]-O-methyl-L-tyrosine-N-methylamide). Reaction SMILES: [CH3:1][CH:2]([CH3:10])[CH2:3][C:4](=[CH:8][CH3:9])[C:5]([OH:7])=O.[CH3:11]N1CCOCC1.C(Cl)(=O)C(Cl)=O.[CH3:24][NH:25][C:26](=[O:38])[C@H:27]([CH2:29][C:30]1[CH:35]=[CH:34][C:33]([OH:36])=[CH:32][C:31]=1C)[NH2:28]>ClCCl>[CH3:24][NH:25][C:26](=[O:38])[C@H:27]([CH2:29][C:30]1[CH:35]=[CH:34][C:33]([O:36][CH3:11])=[CH:32][CH:31]=1)[NH:28][C:5](=[O:7])[C:4]([CH2:3][CH:2]([CH3:1])[CH3:10])=[CH:8][CH3:9]. Procedure: 2-(2-Methylpropyl)-but-2-enoic acid (37 g, 0.261 M) prepared as described in Example 1 in dry dichloromethane (200 ml) and N-methyl morpholine (65 ml) was treated at -5° C. with oxalyl chloride (33.2 g, 0.261 M) over 30 minutes. The mixture was heated under reflux for 10 minutes, then re-cooled to ca -60° C. and 0-methyl-L-tyrosine N-methylamide (51 g, 0.245 M) in dry dichloromethane (100 ml) added over 30 minutes. The mixture was left to warm up to room temperature over ca 1 hour, diluted with ...